This data is from the Open Reaction Database (ORD), a public repository of structured organic reaction records. The task is: describe an organic reaction: reactants, conditions, products, and yield Reactants: ice water, S(O)(O)(=O)=O (sulfuric acid), ClC=1C(=C(C=C2C(C(=CN(C12)C1=C(C=C(C=C1)F)F)C(=O)OCC)=O)F)F (ethyl 8-chloro-6,7-difluoro-1-(2,4-difluorophenyl)-1,4-dihydro-4-oxoquinoline-3-carboxylate), [N+](=O)([O-])[O-].[K+] (potassium nitrate). Run at time 8 hour. The product is ClC=1C(=C(C=C2C(C(=CN(C12)C1=C(C=C(C(=C1)[N+](=O)[O-])F)F)C(=O)OCC)=O)F)F (Ethyl 8-chloro-6,7-difluoro-1-(2,4-difluoro-5-nitrophenyl)-1,4-dihydro-4-oxoquinoline-3-carboxylate). Yield: 86.3%. Reaction SMILES: S(=O)(=O)(O)O.[Cl:6][C:7]1[C:8]([F:32])=[C:9]([F:31])[CH:10]=[C:11]2[C:16]=1[N:15]([C:17]1[CH:22]=[CH:21][C:20]([F:23])=[CH:19][C:18]=1[F:24])[CH:14]=[C:13]([C:25]([O:27][CH2:28][CH3:29])=[O:26])[C:12]2=[O:30].[N+:33]([O-])([O-:35])=[O:34].[K+]>>[Cl:6][C:7]1[C:8]([F:32])=[C:9]([F:31])[CH:10]=[C:11]2[C:16]=1[N:15]([C:17]1[CH:22]=[C:21]([N+:33]([O-:35])=[O:34])[C:20]([F:23])=[CH:19][C:18]=1[F:24])[CH:14]=[C:13]([C:25]([O:27][CH2:28][CH3:29])=[O:26])[C:12]2=[O:30] |f:2.3|. Procedure: To 15 ml of sulfuric acid was added 2.5 g of ethyl 8-chloro-6,7-difluoro-1-(2,4-difluorophenyl)-1,4-dihydro-4-oxoquinoline-3-carboxylate. With ice cooling, 950 mg of potassium nitrate was added in portions and the solution was stirred overnight at room temperature. The reaction solution was poured into ice water and stirred overnight at room temperature. The precipitate was collected by filtration and washed with water, ethanol and diethyl ether to give 2.4 g of the title compound. Reactants: C(CCC)NCCCC (Dibutylamine), C(C)(=O)O (acetic acid), C=O (formaldehyde), CC(CC=O)C(C)C (3,4-Dimethyl-pentanal). Run in C1(=CC=CC=C1)C (toluene). Run at temperature 70 celsius. Yields the product crude product, CC(C(C=O)=C)C(C)C (3,4-dimethyl-2-methylene-pentanal). RXN SMILES: [CH2:1](NCCCC)CCC.C(O)(=O)C.C=O.[CH3:16][CH:17]([CH:21]([CH3:23])[CH3:22])[CH2:18][CH:19]=[O:20]>C1(C)C=CC=CC=1>[CH3:16][CH:17]([CH:21]([CH3:23])[CH3:22])[C:18](=[CH2:1])[CH:19]=[O:20]. Procedure: Dibutylamine (34 g), acetic acid (15.78 g), and formaldehyde (230 g) were charged to a reaction flask and heated to 70° C. 3,4-Dimethyl-pentanal (500 g) was fed over 2 hours and aged for another hour. The reaction mixture was cooled down and toluene (200 mL) was added. The reaction mixture was sequentially washed with water (2 L), sodium carbonate solution (1 L), and brine (1 L) to provide the crude product 3,4-dimethyl-2-methylene-pentanal. The reactants are Nc1cnccc1NCc1ccc(F)cc1, CCOC(=O)N1CCC(N=C=S)CC1, C1CCOC1. The product is CCOC(=O)N1CCC(NC(=S)Nc2cnccc2NCc2ccc(F)cc2)CC1. As a reaction SMILES: [F:15][c:16]1[cH:17][cH:18][c:19]([CH2:22][NH:23][c:24]2[c:25]([NH2:30])[cH:26][n:27][cH:28][cH:29]2)[cH:20][cH:21]1.[N:1](=[C:2]=[S:3])[CH:4]1[CH2:5][CH2:6][N:7]([C:10](=[O:11])[O:12][CH2:13][CH3:14])[CH2:8][CH2:9]1.[O:31]1[CH2:32][CH2:33][CH2:34][CH2:35]1>>[NH:1]([C:2](=[S:3])[NH:30][c:25]1[c:24]([NH:23][CH2:22][c:19]2[cH:18][cH:17][c:16]([F:15])[cH:21][cH:20]2)[cH:29][cH:28][n:27][cH:26]1)[CH:4]1[CH2:5][CH2:6][N:7]([C:10](=[O:11])[O:12][CH2:13][CH3:14])[CH2:8][CH2:9]1. Reactants: Cc1cc(Br)cc2c1C(=O)N(CC1CC1)C2, CCCCO, CNC1CCCCC1NC, CCOC(C)=O, [Cu]I, [I-], [Na+]. The product is Cc1cc(I)cc2c1C(=O)N(CC1CC1)C2. As a reaction SMILES: [Br:1][c:2]1[cH:3][c:4]2[c:8]([c:9]([CH3:11])[cH:10]1)[C:7](=[O:12])[N:6]([CH2:13][CH:14]1[CH2:15][CH2:16]1)[CH2:5]2.[CH2:29]([OH:30])[CH2:31][CH2:32][CH3:33].[CH3:17][NH:18][CH:19]1[CH2:20][CH2:21][CH2:22][CH2:23][CH:24]1[NH:25][CH3:26].[CH3:34][CH2:35][O:36][C:37](=[O:38])[CH3:39].[Cu:40][I:41].[I-:28].[Na+:27]>>[c:2]1([I:28])[cH:3][c:4]2[c:8]([c:9]([CH3:11])[cH:10]1)[C:7](=[O:12])[N:6]([CH2:13][CH:14]1[CH2:15][CH2:16]1)[CH2:5]2. The product is FC(C(=O)O)(F)F.NC=1C=C(C(=CC1F)F)N1C=C(C(C2=CC(=C(C(=C12)Cl)N1CC(C1)CCN)F)=O)C(=O)O (1-(3-amino-4,6-difluorophenyl)-7-(3-aminoethylazetidin-1-yl)-8-chloro-6-fluoro-1,4-dihydro-4-oxoquinoline-3-carboxylic acid trifluoroacetic acid salt). Starting materials: NC=1C=C(C(=CC1F)F)N1C=C(C(C2=CC(=C(C(=C12)Cl)F)F)=O)C(=O)O (1-(3-amino-4,6-difluorophenyl)-8-chloro-6,7-difluoro-1,4-dihydro-4-oxoquinoline-3-carboxylic acid), Cl.O1CCOCC1 (hydrochloric acid dioxane), C(C)(C)(C)OC(=O)NCCC1CNC1 (3-t-butoxycarbonylaminoethylazetidine), FC(C(=O)O)(F)F (trifluoroacetic acid). Procedure: Reaction was carried out as in Example 231 except that 1-(3-amino-4,6-difluorophenyl)-8-chloro-6,7-difluoro-1,4-dihydro-4-oxoquinoline-3-carboxylic acid, 3-t-butoxycarbonylaminoethylazetidine, and triethylamine were used. For deprotection, trifluoroacetic acid was used rather than 4N hydrochloric acid/dioxane to give the title compound. Reaction SMILES: [NH2:1][C:2]1[CH:3]=[C:4]([N:10]2[C:19]3[C:14](=[CH:15][C:16]([F:22])=[C:17](F)[C:18]=3[Cl:20])[C:13](=[O:23])[C:12]([C:24]([OH:26])=[O:25])=[CH:11]2)[C:5]([F:9])=[CH:6][C:7]=1[F:8].C(OC([NH:34][CH2:35][CH2:36][CH:37]1[CH2:40][NH:39][CH2:38]1)=O)(C)(C)C.[F:41][C:42]([F:47])([F:46])[C:43]([OH:45])=[O:44].Cl.O1CCOCC1>C(N(CC)CC)C>[F:41][C:42]([F:47])([F:46])[C:43]([OH:45])=[O:44].[NH2:1][C:2]1[CH:3]=[C:4]([N:10]2[C:19]3[C:14](=[CH:15][C:16]([F:22])=[C:17]([N:39]4[CH2:40][CH:37]([CH2:36][CH2:35][NH2:34])[CH2:38]4)[C:18]=3[Cl:20])[C:13](=[O:23])[C:12]([C:24]([OH:26])=[O:25])=[CH:11]2)[C:5]([F:9])=[CH:6][C:7]=1[F:8] |f:3.4,6.7|. Solvent: C(C)N(CC)CC (triethylamine). Starting materials: Cl, O=N[O-], [Na+], O, OCCN(CCO)c1ccccc1. The product is O=Nc1ccc(N(CCO)CCO)cc1. RXN SMILES: [ClH:18].[N:14](=[O:15])[O-:16].[Na+:17].[OH2:19].[c:1]1([N:7]([CH2:8][CH2:9][OH:10])[CH2:11][CH2:12][OH:13])[cH:2][cH:3][cH:4][cH:5][cH:6]1>>[c:1]1([N:7]([CH2:8][CH2:9][OH:10])[CH2:11][CH2:12][OH:13])[cH:2][cH:3][c:4]([N:14]=[O:15])[cH:5][cH:6]1. The reactants are C(=O)O.NCCC1=CC=C(NC2CCN(CC2)C(=O)NCCC(=O)N(C2=CC=C(C=C2)Cl)C)C=C1 (4-[4-(2-Aminoethyl)anilino]-N-(3-[4-chloro(methyl)anilino]-3-oxopropyl)-1-piperidinecarboxamide formate), C(C)(C)(C)[Si](C1=CC=CC=C1)(C1=CC=CC=C1)OC1=CC=C(C=C1)OCC1OC1 (tert-butyl-(4-oxiranylmethoxy-phenoxy)-diphenyl-silane). Product: ClC1=CC=C(C=C1)N(C(=O)CCNC(=O)N1CCC(CC1)NC1=CC=C(C=C1)CCNC[C@@H](COC1=CC=C(C=C1)O)O)C (4-(4-{2-[(2S)-2-Hydroxy-3-(4-hydroxy-phenoxy)-propylamino]-ethyl}-phenylamino)-piperidine-1-carboxylic acid {2-[(4-chloro-phenyl)-methyl-carbamoyl]-ethyl}-amide). Reaction SMILES: C(O)=O.[NH2:4][CH2:5][CH2:6][C:7]1[CH:35]=[CH:34][C:10]([NH:11][CH:12]2[CH2:17][CH2:16][N:15]([C:18]([NH:20][CH2:21][CH2:22][C:23]([N:25]([CH3:33])[C:26]3[CH:31]=[CH:30][C:29]([Cl:32])=[CH:28][CH:27]=3)=[O:24])=[O:19])[CH2:14][CH2:13]2)=[CH:9][CH:8]=1.C([Si]([O:53][C:54]1[CH:59]=[CH:58][C:57]([O:60][CH2:61][CH:62]2[CH2:64][O:63]2)=[CH:56][CH:55]=1)(C1C=CC=CC=1)C1C=CC=CC=1)(C)(C)C>>[Cl:32][C:29]1[CH:28]=[CH:27][C:26]([N:25]([CH3:33])[C:23]([CH2:22][CH2:21][NH:20][C:18]([N:15]2[CH2:14][CH2:13][CH:12]([NH:11][C:10]3[CH:9]=[CH:8][C:7]([CH2:6][CH2:5][NH:4][CH2:64][C@H:62]([OH:63])[CH2:61][O:60][C:57]4[CH:58]=[CH:59][C:54]([OH:53])=[CH:55][CH:56]=4)=[CH:35][CH:34]=3)[CH2:17][CH2:16]2)=[O:19])=[O:24])=[CH:31][CH:30]=1 |f:0.1|. Procedure: 4-[4-(2-Aminoethyl)anilino]-N-(3-[4-chloro(methyl)anilino]-3-oxopropyl)-1-piperidinecarboxamide formate (0.78 g, 1.55 mmol) was reacted with tert-butyl-(4-oxiranylmethoxy-phenoxy)-diphenyl-silane according to Procedure G to provide the title compound (0.27 g, 0.3 mmol) Starting materials: O=C([O-])[O-], CCOC(C)=O, CC(=O)O, N#Cc1ccccc1, [Na+], [Na+], CC(C)(O)CCc1ccc(O)cc1, O=S(=O)(O)O, Cc1ccccc1. Product: CC(C)(CCc1ccc(O)cc1)NC(=O)c1ccccc1. Reaction SMILES: [C:27](=[O:28])([O-:29])[O-:30].[C:37]([O:38][CH2:39][CH3:40])(=[O:41])[CH3:42].[CH3:33][C:34](=[O:35])[OH:36].[N:14]#[C:15][c:16]1[cH:17][cH:18][cH:19][cH:20][cH:21]1.[Na+:31].[Na+:32].[OH:1][C:2]([CH2:3][CH2:4][c:5]1[cH:6][cH:7][c:8]([OH:11])[cH:9][cH:10]1)([CH3:12])[CH3:13].[S:22]([OH:23])(=[O:24])(=[O:25])[OH:26].[c:43]1([CH3:44])[cH:45][cH:46][cH:47][cH:48][cH:49]1>>[C:2]([CH2:3][CH2:4][c:5]1[cH:6][cH:7][c:8]([OH:11])[cH:9][cH:10]1)([CH3:12])([CH3:13])[NH:14][C:15]([c:16]1[cH:17][cH:18][cH:19][cH:20][cH:21]1)=[O:23].